The task is: describe an organic reaction: reactants, conditions, products, and yield. This data is from the Open Reaction Database (ORD), a public repository of structured organic reaction records. The reactants are C(#N)CC(=O)OCC (ethyl cyanoacetate), C(C)(=O)[O-].[NH4+] (ammonium acetate), CN1CCC(CC1)=O (1-methyl-4-piperidone), [OH-].[Na+] (NaOH). Run in C1=CC=CC=C1 (benzene), O (water). Yields the product C(C)OC(C(C#N)=C1CCN(CC1)C)=O (Ethyl(1-Methyl-4-piperidylidene)-cyanoacetate). Isolated yield 75.6%. RXN SMILES: [CH3:1][N:2]1[CH2:7][CH2:6][C:5](=O)[CH2:4][CH2:3]1.[C:9]([CH2:11][C:12]([O:14][CH2:15][CH3:16])=[O:13])#[N:10].C([O-])(=O)C.[NH4+].[OH-].[Na+]>C1C=CC=CC=1.O>[CH2:15]([O:14][C:12](=[O:13])[C:11](=[C:5]1[CH2:6][CH2:7][N:2]([CH3:1])[CH2:3][CH2:4]1)[C:9]#[N:10])[CH3:16] |f:2.3,4.5|. Reported procedure: A mixture containing 1.05 g (9.27 mmoles) of 1-methyl-4-piperidone (commercially available: Aldrich Chemical Co., 1.00 mL (9.4 mmoles) of ethyl cyanoacetate, and 148 mg of ammonium acetate in 35 mL of benzene was heated at reflux for 3 hours with continuous azeotropic removal of water by means of a Dean-Stark trap. The product was isolated by cooling the mixture to room temperature, pouring it into 30 mL of 2:1 (v/v) 1M aqueous NaOH:saturated brine, and extraction with ether. The organic extract... Starting materials: O=S(=O)(Cl)c1ccc(Br)cc1, [H-], [Na+], CN(C)C=O, O, CN(C)CCOc1c[nH]c2ccccc12. The product is CN(C)CCOc1cn(S(=O)(=O)c2ccc(Br)cc2)c2ccccc12. As a reaction SMILES: [Br:18][c:19]1[cH:20][cH:21][c:22]([S:25](=[O:26])(=[O:27])[Cl:28])[cH:23][cH:24]1.[H-:1].[Na+:2].[O:30]=[CH:31][N:32]([CH3:33])[CH3:34].[OH2:29].[nH:3]1[cH:4][c:5]([O:12][CH2:13][CH2:14][N:15]([CH3:16])[CH3:17])[c:6]2[cH:7][cH:8][cH:9][cH:10][c:11]12>>[n:3]1([S:25]([c:22]2[cH:21][cH:20][c:19]([Br:18])[cH:24][cH:23]2)(=[O:26])=[O:27])[cH:4][c:5]([O:12][CH2:13][CH2:14][N:15]([CH3:16])[CH3:17])[c:6]2[cH:7][cH:8][cH:9][cH:10][c:11]12. Starting materials: 2,2,4,4-tetramethyl-6-trimethylsilyl-ethynylthiochroman, CC1(SC2=CC=C(C=C2C(C1)(C)C)C#C[Si](C)(C)C)C (2,2,4,4-Tetramethyl-6-trimethylsilylethynyl-thiochroman), [OH-].[K+] (KOH). Run in C(C)(C)O (isopropanol). Reaction conditions: time 20 hour. Yields the product CC1(SC2=CC=C(C=C2C(C1)(C)C)C#C)C (2,2,4,4-Tetramethyl-6-ethynylthiochroman). RXN SMILES: [CH3:1][C:2]1([CH3:20])[CH2:11][C:10]([CH3:13])([CH3:12])[C:9]2[C:4](=[CH:5][CH:6]=[C:7]([C:14]#[C:15][Si](C)(C)C)[CH:8]=2)[S:3]1.[OH-].[K+]>C(O)(C)C>[CH3:1][C:2]1([CH3:20])[CH2:11][C:10]([CH3:12])([CH3:13])[C:9]2[C:4](=[CH:5][CH:6]=[C:7]([C:14]#[CH:15])[CH:8]=2)[S:3]1 |f:1.2|. Procedure: To a solution of 527.6 mg (1.75 mmol) of 2,2,4,4-tetramethyl-6-trimethylsilyl-ethynylthiochroman (Compound 73) in 4 ml of isopropanol was added, under argon, 4 ml of 1N KOH solution. The reaction mixture was stirred at room temperature for 20 h and the isopropanol was then removed under vacuum. The residue was extracted with ether and the combined ether extracts were washed successively with water and saturated NaCl solution and then dried (MgSO4) The solvent was removed in vacuo to give the tit...